This data is from the Open Reaction Database (ORD), a public repository of structured organic reaction records. The task is: describe an organic reaction: reactants, conditions, products, and yield The reactants are CCN=C=NCCCN(C)C, CN1CCOCC1, COCCOCC(=O)O, Cl, O, On1nnc2ccccc21, O=C(c1ccc(C=Cc2n[nH]c3ccccc23)cc1)N1CCNCC1. The product is COCCOCC(=O)N1CCN(C(=O)c2ccc(C=Cc3n[nH]c4ccccc34)cc2)CC1. RXN SMILES: [CH2:34]([N:35]=[C:36]=[N:37][CH2:38][CH2:39][CH2:40][N:41]([CH3:42])[CH3:43])[CH3:44].[CH3:26][N:27]1[CH2:28][CH2:29][O:30][CH2:31][CH2:32]1.[CH3:56][O:57][CH2:58][CH2:59][O:60][CH2:61][C:62](=[O:63])[OH:64].[ClH:33].[OH2:45].[OH:46][n:47]1[c:48]2[cH:49][cH:50][cH:51][cH:52][c:53]2[n:54][n:55]1.[nH:1]1[n:2][c:3]([CH:10]=[CH:11][c:12]2[cH:13][cH:14][c:15]([C:16](=[O:17])[N:18]3[CH2:19][CH2:20][NH:21][CH2:22][CH2:23]3)[cH:24][cH:25]2)[c:4]2[cH:5][cH:6][cH:7][cH:8][c:9]12>>[nH:1]1[n:2][c:3]([CH:10]=[CH:11][c:12]2[cH:13][cH:14][c:15]([C:16](=[O:17])[N:18]3[CH2:19][CH2:20][N:21]([C:62]([CH2:61][O:60][CH2:59][CH2:58][O:57][CH3:56])=[O:63])[CH2:22][CH2:23]3)[cH:24][cH:25]2)[c:4]2[cH:5][cH:6][cH:7][cH:8][c:9]12. Starting materials: C(C)N(C)CC (N,N diethyl-N-methvlamine), COCCl (chloromethyl methyl ether). Solvent: C1(=CC=CC=C1)C (toluene). Run at temperature 5 celsius, time 1 hour. The product is [Cl-].C(C)[N+](COC)(C)CC (N,N-diethyl-N-methyl-N-methoxymethylammonium Chloride). RXN SMILES: [CH2:1]([N:3]([CH2:5][CH3:6])[CH3:4])[CH3:2].[CH3:7][O:8][CH2:9][Cl:10]>C1(C)C=CC=CC=1>[Cl-:10].[CH2:1]([N+:3]([CH2:5][CH3:6])([CH3:4])[CH2:9][O:8][CH3:7])[CH3:2] |f:3.4|. Procedure: A 30.0 g quantity of N,N diethyl-N-methvlamine (reagent, product of Tokyo Kasei Co., Ltd.) was dissolved in 120 g of toluene, followed by nitrogen replacement. Over a period of 1 hour, 31.2 g of chloromethyl methyl ether (reagent, product of Tokyo Kasei Co., Ltd.) was added dropwise to the solution at 5° C. The mixture was stirred at 5° C. for 1 hour, heated to a gradually elevated temperature and stirred at room temperature for 10 hours to complete the reaction. The reaction mixture was filtere... Reactants: O=C(O)c1ccc(Cl)cn1, CC1(c2cccc(N)c2)N=C(N)OCC1(F)F. Product: CC1(c2cccc(NC(=O)c3ccc(Cl)cn3)c2)N=C(N)OCC1(F)F. As a reaction SMILES: [Cl:18][c:19]1[cH:20][cH:21][c:22]([C:25](=[O:26])[OH:27])[n:23][cH:24]1.[NH2:1][c:2]1[cH:3][c:4]([C:8]2([CH3:17])[N:9]=[C:10]([NH2:16])[O:11][CH2:12][C:13]2([F:14])[F:15])[cH:5][cH:6][cH:7]1>>[NH:1]([c:2]1[cH:3][c:4]([C:8]2([CH3:17])[N:9]=[C:10]([NH2:16])[O:11][CH2:12][C:13]2([F:14])[F:15])[cH:5][cH:6][cH:7]1)[C:25]([c:22]1[cH:21][cH:20][c:19]([Cl:18])[cH:24][n:23]1)=[O:26].